Dataset: the Open Reaction Database (ORD), a public repository of structured organic reaction records. Task: describe an organic reaction: reactants, conditions, products, and yield Starting materials: CSC1=NSC(=N1)Cl (3-methylthio-5-chloro-1,2,4-thiadiazole), C1C(OCO1)CO (glycerol formal), [Cl-].[Na+] (sodium chloride), [H-].[Na+] (sodium hydride). Run in CN(C=O)C (N,N-dimethylformamide). Conditions: temperature 0 celsius, time 30 minute. Yields the product O1COC(C1)COC1=NC(=NS1)SC (5-(1,3-dioxolane-4-yl)methoxy-3-methylthio-1,2,4-thiadiazole). The yield is 21.4%. As a reaction SMILES: [CH3:1][S:2][C:3]1[N:7]=[C:6](Cl)[S:5][N:4]=1.[CH2:9]1[O:13][CH2:12][O:11][CH:10]1[CH2:14][OH:15].[H-].[Na+].[Cl-].[Na+]>CN(C)C=O>[O:13]1[CH2:9][CH:10]([CH2:14][O:15][C:6]2[S:5][N:4]=[C:3]([S:2][CH3:1])[N:7]=2)[O:11][CH2:12]1 |f:2.3,4.5|. Reported procedure: To 10 ml of N,N-dimethylformamide, 835 mg of 3-methylthio-5-chloro-1,2,4-thiadiazole and 520 mg of glycerol formal were dissolved, and added 204 mg of sodium hydride (60% in oil) at about 0° C., followed by stirring at about 0° C. for 20 minutes and at room temperature for 30 minutes. Then, the reaction mixture was added to saturated sodium chloride aqueous solution, and extracted with tert-butylmethylether. After the organic layer was dried by anhyrous sodium salfate, the organic layer was conc... Starting materials: CC(C)(C)OC(=O)N1Cc2cc(NC(=O)c3ccccc3NCc3ccc(F)cc3)ccc2C(C)(C)C1, ClCCl, O=C(O)C(F)(F)F. Yields the product CC1(C)CNCc2cc(NC(=O)c3ccccc3NCc3ccc(F)cc3)ccc21. Reaction SMILES: [C:1]([O:2][C:3](=[O:4])[N:8]1[CH2:9][c:10]2[cH:11][c:12]([NH:20][C:21]([c:22]3[c:23]([NH:28][CH2:29][c:30]4[cH:31][cH:32][c:33]([F:36])[cH:34][cH:35]4)[cH:24][cH:25][cH:26][cH:27]3)=[O:37])[cH:13][cH:14][c:15]2[C:16]([CH3:18])([CH3:19])[CH2:17]1)([CH3:5])([CH3:6])[CH3:7].[Cl:45][CH2:46][Cl:47].[F:38][C:39]([F:40])([F:41])[C:42]([OH:43])=[O:44]>>[NH:8]1[CH2:9][c:10]2[cH:11][c:12]([NH:20][C:21]([c:22]3[c:23]([NH:28][CH2:29][c:30]4[cH:31][cH:32][c:33]([F:36])[cH:34][cH:35]4)[cH:24][cH:25][cH:26][cH:27]3)=[O:37])[cH:13][cH:14][c:15]2[C:16]([CH3:18])([CH3:19])[CH2:17]1. Reactants: ClC1=CC=NC(=C1C=O)N1C(C=2N(C=3CCCCC3C2F)CC1)=O (4-Chloro-2-(10-fluoro-1-oxo-3,4,6,7,8,9-hexahydropyrazino[1,2-a]indol-2(1H)-yl)nicotinaldehyde), CN1C(C(=CC(=C1)B1OC(C(O1)(C)C)(C)C)NC1=NC(=NC=C1)C)=O (1-Methyl-3-(2-methylpyrimidin-4-ylamino)-5-(4,4,5,5-tetramethyl-1,3,2-dioxaborolan-2-yl)pyridin-2(1H)-one), C(C)(=O)[O-].[Na+] (sodium acetate), [O-]P(=O)([O-])[O-].[K+].[K+].[K+] (K3PO4). Run in C(C)#N (acetonitrile), O (water). Reaction conditions: temperature 100 celsius. The product is FC1=C2N(C=3CCCCC13)CCN(C2=O)C2=C(C=O)C(=CC=N2)C2=CN(C(C(=C2)NC2=NC(=NC=C2)C)=O)C (2-(10-Fluoro-1-oxo-3,4,6,7,8,9-hexahydropyrazino[1,2-a]indol-2(1H)-yl)-4-(1-methyl-5-(2-methylpyrimidin-4-ylamino)-6-oxo-1,6-dihydropyridin-3-yl)nicotinaldehyde). Reagents/catalysts: C1=CC=C(C=C1)P([C-]2C=CC=C2)C3=CC=CC=C3.C1=CC=C(C=C1)P([C-]2C=CC=C2)C3=CC=CC=C3.Cl[Pd]Cl.[Fe+2] (Pd(dppf)Cl2). The yield is 57.3%. Procedure: A 100-mL single-neck round-bottomed flask equipped with a magnetic stirrer and a reflux condenser was charged with 4-chloro-2-(10-fluoro-1-oxo-3,4,6,7,8,9-hexahydropyrazino[1,2-a]indol-2(1H)-yl)nicotinaldehyde 134c (150 mg, 0.43 mmol), 213b (147 mg 0.43 mmol), Pd(dppf)Cl2 (35 mg, 0.043 mmol), sodium acetate (71 mg, 0.86 mmol), K3PO4 (182 mg, 0.86 mmol), water (0.5 mL), and acetonitrile (15 mL). After three cycles of vacuum/argon flush, the mixture was heated at 100° C. for 2.5 h. After cooling t... RXN SMILES: Cl[C:2]1[C:7]([CH:8]=[O:9])=[C:6]([N:10]2[CH2:23][CH2:22][N:13]3[C:14]4[CH2:15][CH2:16][CH2:17][CH2:18][C:19]=4[C:20]([F:21])=[C:12]3[C:11]2=[O:24])[N:5]=[CH:4][CH:3]=1.[CH3:25][N:26]1[CH:31]=[C:30](B2OC(C)(C)C(C)(C)O2)[CH:29]=[C:28]([NH:41][C:42]2[CH:47]=[CH:46][N:45]=[C:44]([CH3:48])[N:43]=2)[C:27]1=[O:49].C([O-])(=O)C.[Na+].[O-]P([O-])([O-])=O.[K+].[K+].[K+]>C1C=CC(P(C2C=CC=CC=2)[C-]2C=CC=C2)=CC=1.C1C=CC(P(C2C=CC=CC=2)[C-]2C=CC=C2)=CC=1.Cl[Pd]Cl.[Fe+2].C(#N)C.O>[F:21][C:20]1[C:19]2[CH2:18][CH2:17][CH2:16][CH2:15][C:14]=2[N:13]2[CH2:22][CH2:23][N:10]([C:6]3[N:5]=[CH:4][CH:3]=[C:2]([C:30]4[CH:29]=[C:28]([NH:41][C:42]5[CH:47]=[CH:46][N:45]=[C:44]([CH3:48])[N:43]=5)[C:27](=[O:49])[N:26]([CH3:25])[CH:31]=4)[C:7]=3[CH:8]=[O:9])[C:11](=[O:24])[C:12]=12 |f:2.3,4.5.6.7,8.9.10.11|. Reactants: CC1(OC[C@H](O1)COC1=C(C=C(C#N)C=C1C)CC)C ((R)-4-(2,2-dimethyl-[1,3]dioxolan-4-ylmethoxy)-3-ethyl-5-methyl-benzonitrile), C(=O)(O)[O-].[Na+] (NaHCO3), Cl.NO (hydroxylamine hydrochloride). Run in CO (methanol). Run at temperature 60 celsius, time 18 hour. Product: CC1(OC[C@H](O1)COC1=C(C=C(C(=N)NO)C=C1C)CC)C ((R)-4-(2,2-Dimethyl-[1,3]dioxolan-4-ylmethoxy)-3-ethyl-N-hydroxy-5-methyl-benzamidine). The yield is 107.7%. As a reaction SMILES: [CH3:1][C:2]1([CH3:20])[O:6][C@H:5]([CH2:7][O:8][C:9]2[C:16]([CH3:17])=[CH:15][C:12]([C:13]#[N:14])=[CH:11][C:10]=2[CH2:18][CH3:19])[CH2:4][O:3]1.C([O-])(O)=O.[Na+].Cl.[NH2:27][OH:28]>CO>[CH3:1][C:2]1([CH3:20])[O:6][C@H:5]([CH2:7][O:8][C:9]2[C:16]([CH3:17])=[CH:15][C:12]([C:13]([NH:27][OH:28])=[NH:14])=[CH:11][C:10]=2[CH2:18][CH3:19])[CH2:4][O:3]1 |f:1.2,3.4|. Procedure details: To a mixture of (R)-4-(2,2-dimethyl-[1,3]dioxolan-4-ylmethoxy)-3-ethyl-5-methyl-benzonitrile (4.45 g, 16.2 mmol) and NaHCO3 (4.75 g, 56.6 mmol) in methanol (30 mL), hydroxylamine hydrochloride (3.37 g, 48.5 mmol) is added. The mixture is stirred at 60° C. for 18 h before it is filtered and the solvent of the filtrate is removed in vacuo. The residue is dissolved in EA and washed with a small amount of water and brine. The org. phase is separated, dried over MgSO4, filtered, concentrated and drie...